Dataset: the Open Reaction Database (ORD), a public repository of structured organic reaction records. Task: describe an organic reaction: reactants, conditions, products, and yield Reactants: Cl.C(C)OC(C(N)CS)=O (DL-cysteine ethyl ester hydrochloride), C#CCCCC (1-hexyne), N(=NC(C#N)(C)C)C(C#N)(C)C (2,2'-azobis-(2-methylpropionitrile)). Run in O1CCOCC1 (dioxane). Run at time 20 minute. Yields the product C(=CCCCC)SC=CCCCC ((1-hexenyl) sulfide). As a reaction SMILES: Cl.C(O[C:5](=O)[CH:6]([CH2:8][SH:9])N)C.[CH:11]#[C:12][CH2:13][CH2:14][CH2:15][CH3:16].N(C(C)(C)C#N)=N[C:19](C)([CH3:22])[C:20]#N>O1CCOCC1>[CH:11]([S:9][CH:8]=[CH:6][CH2:5][CH2:20][CH2:19][CH3:22])=[CH:12][CH2:13][CH2:14][CH2:15][CH3:16] |f:0.1|. Procedure: A mixture of 12.80 g (68.93 mmol) of DL-cysteine ethyl ester hydrochloride, 25.60 g (311.62 mmol) of 1-hexyne, and 50 mg of 2,2'-azobis-(2-methylpropionitrile) in 250 ml of absolute dioxane was stirred at 60°-65°. under inert gas atmosphere for 20 minutes. After cooling, most of the solvent was evaporated in vacuo. The residue was treated with 150 ml of 1N sodium carbonate solution and extracted three times with ethyl acetate. The organic phases were combined, washed with 3 × 50 ml of saturated ... RXN SMILES: [CH3:31][OH:32].[Cl:1][c:2]1[c:3]([CH2:4][n:5]2[c:6](=[O:22])[n:7]([CH2:20][CH3:21])[c:8](=[O:19])[c:9]3[cH:10][cH:11][c:12]([C:15](=[O:16])[O:17][CH3:18])[cH:13][c:14]23)[cH:23][cH:24][c:25]([Cl:27])[cH:26]1.[ClH:30].[Na+:29].[OH-:28]>>[Cl:1][c:2]1[c:3]([CH2:4][n:5]2[c:6](=[O:22])[n:7]([CH2:20][CH3:21])[c:8](=[O:19])[c:9]3[cH:10][cH:11][c:12]([C:15](=[O:16])[OH:17])[cH:13][c:14]23)[cH:23][cH:24][c:25]([Cl:27])[cH:26]1. Yields the product CCn1c(=O)c2ccc(C(=O)O)cc2n(Cc2ccc(Cl)cc2Cl)c1=O. Starting materials: CO, CCn1c(=O)c2ccc(C(=O)OC)cc2n(Cc2ccc(Cl)cc2Cl)c1=O, Cl, [Na+], [OH-]. Reactants: COC(CC1=C(N(C2=NC=CC=C21)S(=O)(=O)C2=CC(=C(C=C2)Cl)Cl)C)=O ([1-(3,4-dichloro-benzenesulfonyl)-2-methyl-1H-pyrrolo[2,3-b]pyridin-3-yl]-acetic acid methyl ester), CI (MeI), C(C)(C)NC(C)C (diisopropylamine), solution, [Li]CCCC (n-BuLi), hexanes. Solvent: C1CCOC1 (THF), C1CCOC1 (THF). Reaction conditions: time 20 minute. Yields the product COC(C(C)C1=C(N(C2=NC=CC=C21)S(=O)(=O)C2=CC(=C(C=C2)Cl)Cl)C)=O (2-[1-(3,4-dichloro-benzenesulfonyl)-2-methyl-1H-pyrrolo[2,3-b]pyridin-3-yl]-propionic acid methyl ester). As a reaction SMILES: [CH:1](NC(C)C)(C)C.[Li]CCCC.[CH3:13][O:14][C:15](=[O:38])[CH2:16][C:17]1[C:25]2[C:20](=[N:21][CH:22]=[CH:23][CH:24]=2)[N:19]([S:26]([C:29]2[CH:34]=[CH:33][C:32]([Cl:35])=[C:31]([Cl:36])[CH:30]=2)(=[O:28])=[O:27])[C:18]=1[CH3:37].CI>C1COCC1>[CH3:13][O:14][C:15](=[O:38])[CH:16]([C:17]1[C:25]2[C:20](=[N:21][CH:22]=[CH:23][CH:24]=2)[N:19]([S:26]([C:29]2[CH:34]=[CH:33][C:32]([Cl:35])=[C:31]([Cl:36])[CH:30]=2)(=[O:27])=[O:28])[C:18]=1[CH3:37])[CH3:1]. Reported procedure: To a stirring solution of diisopropylamine (34 μL, 0.24 mmol) in THF (1 mL), at −78° C., is added a 2.5M solution of n-BuLi in hexanes (105 μL, 0.26 mmol). After 20 minutes, a solution of [1-(3,4-dichloro-benzenesulfonyl)-2-methyl-1H-pyrrolo[2,3-b]pyridin-3-yl]-acetic acid methyl ester (Method B; 100 mg, 0.24 mmol) and MeI (15.2 μL, 0.24 mmol) in THF (1 mL) is added. The reaction is continued for 30 minutes, then allowed to warm to room temperature. The reaction mixture is evaporated to dryness ... Reactants: [N+](=O)([O-])C=1C=C(C=CC1)C#CCCCO (5-(3-nitrophenyl)pent-4-yn-1-ol), Cl (hydrochloric acid). Reagents/catalysts: [Fe] (iron). Solvent: C(C)O (ethanol). The product is NC=1C=C(C=CC1)C#CCCCO (5-(3-aminophenyl)pent-4-yn-1-ol). RXN SMILES: [N+:1]([C:4]1[CH:5]=[C:6]([C:10]#[C:11][CH2:12][CH2:13][CH2:14][OH:15])[CH:7]=[CH:8][CH:9]=1)([O-])=O.Cl>C(O)C.[Fe]>[NH2:1][C:4]1[CH:5]=[C:6]([C:10]#[C:11][CH2:12][CH2:13][CH2:14][OH:15])[CH:7]=[CH:8][CH:9]=1. Reported procedure: A solution of Intermediate 46 (16 mmol) in ethanol (80 mL) was treated successively with 10% aqueous hydrochloric acid solution (4 mL) and iron powder and then was lowered in to a 95° C. oil bath. After 90 minutes of reflux heating, the mixture was deemed complete by LC/MS analysis and was filtered while hot through a pad of Celite diatomaceous earth, eluting with methanol. The filtrate was concentrated to dryness under reduced pressure. The residue was purified via automated flash silica gel ch... Reactants: FC(C(=O)O)(F)F (Trifluoroacetic acid), C(C)(C)(C)OC(=O)N1CCC(CC1)N(CCC(C)C)CC=1OC2=C(C1)C=CC=C2 (4-{[(benzofuran-2-yl)methyl]-(3-methylbutyl)-amino}-piperidine-1-carboxylic acid tert-butyl ester). The solvent is ClCCl (dichloromethane). Run at time 8 hour. The product is CC(CCN(C1CCNCC1)CC=1OC2=C(C1)C=CC=C2)C (N-(3-methylbutyl)-N-[(benzofuran-2-yl)methyl]piperidin-4-amine). Isolated yield 87.8%. As a reaction SMILES: FC(F)(F)C(O)=O.C(OC([N:15]1[CH2:20][CH2:19][CH:18]([N:21]([CH2:27][C:28]2[O:29][C:30]3[CH:36]=[CH:35][CH:34]=[CH:33][C:31]=3[CH:32]=2)[CH2:22][CH2:23][CH:24]([CH3:26])[CH3:25])[CH2:17][CH2:16]1)=O)(C)(C)C>ClCCl>[CH3:25][CH:24]([CH3:26])[CH2:23][CH2:22][N:21]([CH2:27][C:28]1[O:29][C:30]2[CH:36]=[CH:35][CH:34]=[CH:33][C:31]=2[CH:32]=1)[CH:18]1[CH2:17][CH2:16][NH:15][CH2:20][CH2:19]1. Reported procedure: Trifluoroacetic acid (15 ml, 195 mmol) is added to a solution of 4-{[(benzofuran-2-yl)methyl]-(3-methylbutyl)-amino}-piperidine-1-carboxylic acid tert-butyl ester (1.17 g, 2.92 mmol) in dichloromethane (15 ml). The reaction is stirred overnight at room temperature. The reaction is concentrated and water added to the residue. The solution is loaded onto a SCX-2 (10 g) column and washed with water (20 ml) and methanol (20 ml). The product is then eluted off with 2M ammonia in methanol (30 ml) and ...